Dataset: the Open Reaction Database (ORD), a public repository of structured organic reaction records. Task: describe an organic reaction: reactants, conditions, products, and yield Starting materials: C(C)SC=1N=CC2=C(N1)CN(CC2)C(C2=CC=CC=C2)(C2=CC=CC=C2)C2=CC=CC=C2 (2-(Ethylthio)-7-trityl-5,6,7,8-tetrahydropyrido[3,4-d]pyrimidine), Cl (hydrogen chloride). Run in CO (methanol), O1CCOCC1 (dioxane). Reaction conditions: time 2 hour. Yields the product Cl.C(C)SC=1N=CC2=C(N1)CNCC2 (2-(Ethylthio)-5,6,7,8-tetrahydropyrido[3,4-d]pyrimidine, hydrochloride). Yield: 100.0%. As a reaction SMILES: [CH2:1]([S:3][C:4]1[N:5]=[CH:6][C:7]2[CH2:13][CH2:12][N:11](C(C3C=CC=CC=3)(C3C=CC=CC=3)C3C=CC=CC=3)[CH2:10][C:8]=2[N:9]=1)[CH3:2].[ClH:33]>CO.O1CCOCC1>[ClH:33].[CH2:1]([S:3][C:4]1[N:5]=[CH:6][C:7]2[CH2:13][CH2:12][NH:11][CH2:10][C:8]=2[N:9]=1)[CH3:2] |f:4.5|. Procedure details: A suspension of 81 mg (0.185 mmol) of trityl compound from Step D in 0.5 mL of methanol was treated with 4 N hydrogen chloride solution in dioxane. The reaction mixture was stirred at ambient temperature for 2 h, then concentrated under nitrogen and then in vacuo. Trituration with ether gave 47 mg (˜100%) of the title compound as a pale yellow solid. The reactants are C=CCc1ccc(OCCC(C)C)c2c(=O)cc(-c3nnnn3Cc3ccccc3)oc12, CCO. The product is CCCc1ccc(OCCC(C)C)c2c(=O)cc(-c3nnnn3Cc3ccccc3)oc12. As a reaction SMILES: [CH2:1]([CH:2]=[CH2:3])[c:4]1[cH:5][cH:6][c:7]([O:27][CH2:28][CH2:29][CH:30]([CH3:31])[CH3:32])[c:8]2[c:9](=[O:26])[cH:10][c:11](-[c:14]3[n:15][n:16][n:17][n:18]3[CH2:19][c:20]3[cH:21][cH:22][cH:23][cH:24][cH:25]3)[o:12][c:13]12.[CH3:33][CH2:34][OH:35]>>[CH2:1]([CH2:2][CH3:3])[c:4]1[cH:5][cH:6][c:7]([O:27][CH2:28][CH2:29][CH:30]([CH3:31])[CH3:32])[c:8]2[c:9](=[O:26])[cH:10][c:11](-[c:14]3[n:15][n:16][n:17][n:18]3[CH2:19][c:20]3[cH:21][cH:22][cH:23][cH:24][cH:25]3)[o:12][c:13]12. Yields the product ClC1=C(C(=O)NCC(C=2C=NC(=NC2)C(F)(F)F)C2CCC(CC2)(F)F)C=CC=C1 (2-chloro-N-(2-(4,4-difluorocyclohexyl)-2-(2-(trifluoromethyl)pyrimidin-5-yl)ethyl)benzamide). Starting materials: ClC1=C(C(=O)O)C=CC=C1 (2-chlorobenzoic acid), FC1(CCC(CC1)C(CN)C=1C=NC(=NC1)C(F)(F)F)F (2-(4,4-difluorocyclohexyl)-2-(2-(trifluoromethyl)pyrimidin-5-yl)ethanamine). Procedure: From 2-chlorobenzoic acid and 2-(4,4-difluorocyclohexyl)-2-(2-(trifluoromethyl)pyrimidin-5-yl)ethanamine. LCMS (MH+): m/z=448.1, tR (minutes, Method F)=2.95 As a reaction SMILES: [Cl:1][C:2]1[CH:10]=[CH:9][CH:8]=[CH:7][C:3]=1[C:4]([OH:6])=O.[F:11][C:12]1([F:31])[CH2:17][CH2:16][CH:15]([CH:18]([C:21]2[CH:22]=[N:23][C:24]([C:27]([F:30])([F:29])[F:28])=[N:25][CH:26]=2)[CH2:19][NH2:20])[CH2:14][CH2:13]1>>[Cl:1][C:2]1[CH:10]=[CH:9][CH:8]=[CH:7][C:3]=1[C:4]([NH:20][CH2:19][CH:18]([CH:15]1[CH2:14][CH2:13][C:12]([F:31])([F:11])[CH2:17][CH2:16]1)[C:21]1[CH:26]=[N:25][C:24]([C:27]([F:28])([F:29])[F:30])=[N:23][CH:22]=1)=[O:6]. Starting materials: [BH-](OC(=O)C)(OC(=O)C)OC(=O)C.[Na+] (NaBH(OAc)3), ClC1=CC=C(C=C1)[C@H]1C[C@]12C(N(C1=CC=CC=C21)CC=O)=O ((1S,2R)-2-(2-(4-chlorophenyl)-2′-oxospiro[cyclopropane-1,3′-indoline]-1′-yl)acetaldehyde), C(C)(C)N1CCNCC1 ((1-Isopropyl)piperazine), C(C)(=O)O (acetic acid). The solvent is C(Cl)Cl (DCM). Conditions: time 20 minute. The product is ClC1=CC=C(C=C1)[C@@H]1C[C@@]12C(N(C1=CC=CC=C21)CCN2CCN(CC2)C(C)C)=O ((1R,2S)-2-(4-chlorophenyl)-1′-(2-(4-isopropylpiperazin-1-yl)ethyl)spiro [cyclopropane-1,3′-indolin]-2′-one). Yield: 82.6%. RXN SMILES: [Cl:1][C:2]1[CH:7]=[CH:6][C:5]([C@@H:8]2[C@:10]3([C:18]4[C:13](=[CH:14][CH:15]=[CH:16][CH:17]=4)[N:12]([CH2:19][CH:20]=O)[C:11]3=[O:22])[CH2:9]2)=[CH:4][CH:3]=1.[CH:23]([N:26]1[CH2:31][CH2:30][NH:29][CH2:28][CH2:27]1)([CH3:25])[CH3:24].C(O)(=O)C.[BH-](OC(C)=O)(OC(C)=O)OC(C)=O.[Na+]>C(Cl)Cl>[Cl:1][C:2]1[CH:7]=[CH:6][C:5]([C@H:8]2[C@@:10]3([C:18]4[C:13](=[CH:14][CH:15]=[CH:16][CH:17]=4)[N:12]([CH2:19][CH2:20][N:29]4[CH2:30][CH2:31][N:26]([CH:23]([CH3:25])[CH3:24])[CH2:27][CH2:28]4)[C:11]3=[O:22])[CH2:9]2)=[CH:4][CH:3]=1 |f:3.4|. Procedure: A mixture of (1R,2S) and (1S,2R)-2-(2-(4-chlorophenyl)-2′-oxospiro[cyclopropane-1,3′-indoline]-1′-yl)acetaldehyde (0.1 mmol), (1-Isopropyl)piperazine (0.15 mmol) and acetic acid (catalytic amount) in DCM (2 ml) was stirred for 20 minutes at room temperature. The mixture was cooled to 0° C. and NaBH(OAc)3 (2 mmol) was added carefully. The mixture was warmed to room temperature and stirred for 14 hours at room temperature. The mixture was concentrated under reduced pressure and dissolved in DMF. P... Starting materials: BrCC1=CC=CC=C1 ((bromomethyl)benzene), 25, OC1=CC(=C(C(=O)OCC)C=C1)[N+](=O)[O-] (ethyl 4-hydroxy-2-nitrobenzoate), C([O-])([O-])=O.[K+].[K+] (potassium carbonate). Solvent: CC(C)=O (2-propanone). Conditions: time 8 hour. The product is [N+](=O)([O-])C1=C(C(=O)OCC)C=CC(=C1)OCC1=CC=CC=C1 (ethyl 2-nitro-4-(phenylmethoxy)benzoate), ( 3 ). Yield: 69.0%. As a reaction SMILES: [OH:1][C:2]1[CH:12]=[CH:11][C:5]([C:6]([O:8][CH2:9][CH3:10])=[O:7])=[C:4]([N+:13]([O-:15])=[O:14])[CH:3]=1.C(=O)([O-])[O-].[K+].[K+].Br[CH2:23][C:24]1[CH:29]=[CH:28][CH:27]=[CH:26][CH:25]=1>CC(=O)C>[N+:13]([C:4]1[CH:3]=[C:2]([O:1][CH2:23][C:24]2[CH:29]=[CH:28][CH:27]=[CH:26][CH:25]=2)[CH:12]=[CH:11][C:5]=1[C:6]([O:8][CH2:9][CH3:10])=[O:7])([O-:15])=[O:14] |f:1.2.3|. Procedure: To a stirred and refluxed mixture of 25 parts of ethyl 4-hydroxy-2-nitrobenzoate, 11 parts of potassium carbonate and 200 parts of 2-propanone were added dropwise 21 parts of (bromomethyl)benzene. Upon completion, stirring was continued overnight at reflux temperature. After cooling, the whole was filtered and the filtrate was evaporated, yielding 25 parts (69%) of ethyl 2-nitro-4-(phenylmethoxy)benzoate as a residue (3). The reactants are N1(CCOCC1)C=1N=C(NC(C1)=O)CC(=O)OCC (ethyl [4-(morpholin-4-yl)-6-oxo-1,6-dihydropyrimidin-2-yl]acetate), COC=1C=C(N)C=CC1 (3-methoxyaniline). Yields the product COC=1C=C(C=CC1)NC(CC=1NC(C=C(N1)N1CCOCC1)=O)=O (N-(3-methoxyphenyl)-2-[4-(morpholin-4-yl)-6-oxo-1,6-di hydropyrimidin-2-yl]acetamide). Reaction SMILES: [N:1]1([C:7]2[N:8]=[C:9]([CH2:14][C:15]([O:17]CC)=O)[NH:10][C:11](=[O:13])[CH:12]=2)[CH2:6][CH2:5][O:4][CH2:3][CH2:2]1.[CH3:20][O:21][C:22]1[CH:23]=[C:24]([CH:26]=[CH:27][CH:28]=1)[NH2:25]>>[CH3:20][O:21][C:22]1[CH:23]=[C:24]([NH:25][C:15](=[O:17])[CH2:14][C:9]2[NH:10][C:11](=[O:13])[CH:12]=[C:7]([N:1]3[CH2:2][CH2:3][O:4][CH2:5][CH2:6]3)[N:8]=2)[CH:26]=[CH:27][CH:28]=1. Reported procedure: The product is prepared according to the procedure described in Example 9, using 300 mg of ethyl [4-(morpholin-4-yl)-6-oxo-1,6-dihydropyrimidin-2-yl]acetate prepared in stage 1 of Example 1 and 1.254 ml of 3-methoxyaniline in place of the 2-fluoroaniline. 56 mg of N-(3-methoxyphenyl)-2-[4-(morpholin-4-yl)-6-oxo-1,6-di hydropyrimidin-2-yl]acetamide are obtained in the form of a white solid, the characteristics of which are the following: Starting materials: Cc1c(Br)cc(-c2ccc(=O)[nH]n2)c(O)c1Br, CC(=O)OC(C)=O, c1ccccc1. The product is CC(=O)Oc1c(-c2ccc(=O)[nH]n2)cc(Br)c(C)c1Br. RXN SMILES: [Br:1][c:2]1[c:3]([OH:17])[c:4](-[c:10]2[cH:11][cH:12][c:13](=[O:16])[nH:14][n:15]2)[cH:5][c:6]([Br:9])[c:7]1[CH3:8].[CH3:18][C:19](=[O:20])[O:21][C:22](=[O:23])[CH3:24].[cH:25]1[cH:26][cH:27][cH:28][cH:29][cH:30]1>>[Br:1][c:2]1[c:3]([O:17][C:19]([CH3:18])=[O:20])[c:4](-[c:10]2[cH:11][cH:12][c:13](=[O:16])[nH:14][n:15]2)[cH:5][c:6]([Br:9])[c:7]1[CH3:8]. Yields the product COC(=O)c1cc(C(=O)OC)n(C)n1. Starting materials: O=C([O-])[O-], COC(=O)c1cc(C(=O)OC)[nH]n1, CI, CC(C)=O, [K+], [K+]. Reaction SMILES: [C:14](=[O:15])([O-:16])[O-:17].[CH3:1][O:2][C:3](=[O:4])[c:5]1[n:6][nH:7][c:8]([C:10](=[O:11])[O:12][CH3:13])[cH:9]1.[CH3:20][I:21].[CH3:22][C:23](=[O:24])[CH3:25].[K+:18].[K+:19]>>[CH3:1][O:2][C:3](=[O:4])[c:5]1[n:6]([CH3:14])[n:7][c:8]([C:10](=[O:11])[O:12][CH3:13])[cH:9]1.